Task: describe an organic reaction: reactants, conditions, products, and yield. Dataset: the Open Reaction Database (ORD), a public repository of structured organic reaction records The reactants are C(#N)NC(=NCCS)NCC#C (N-cyano-N'-propargyl-N"-(2-mercaptoethyl)guanidine), C(#N)NC(=NCCS)NC(C)(C#C)C (N-cyano-N'-(2-methyl-3-butyn-2-yl)-N"-(2-mercaptoethyl)guanidine). Yields the product C(#N)NC(=NC(C)(C#C)C)NCCSCC1=C(N=CN1)C (N-Cyano-N'-{2-[(4-methyl-5-imidazolyl)methylthio]ethyl}-N"-(2-methyl-3-butyn-2-yl)guanidine). As a reaction SMILES: C(N[C:4]([NH:9][CH2:10][C:11]#C)=[N:5][CH2:6][CH2:7]S)#N.[C:13]([NH:15][C:16]([NH:21][C:22]([CH3:26])([C:24]#[CH:25])[CH3:23])=[N:17][CH2:18][CH2:19][SH:20])#[N:14]>>[C:13]([NH:15][C:16]([NH:17][CH2:18][CH2:19][S:20][CH2:11][C:10]1[NH:9][CH:4]=[N:5][C:6]=1[CH3:7])=[N:21][C:22]([CH3:26])([C:24]#[CH:25])[CH3:23])#[N:14]. Reported procedure: The general procedure of Example 1C is repeated except that the N-cyano-N'-propargyl-N"-(2-mercaptoethyl)guanidine utilized therein is replaced by an equimolar amount of N-cyano-N'-(2-methyl-3-butyn-2-yl)-N"-(2-mercaptoethyl)guanidine, and the title product is thereby produced. Starting materials: C(C)(C)(C)OC(=O)N1O[C@]2(C=C[C@@H]1CC2)CCN2C[C@@H]([C@H](CC2)OC(C(C)(C)C)=O)C ((1S,4S)-1-{2-[(3S,4S)-4-(2,2-Dimethyl-propionyloxy)-3-methyl-piperidin-1-yl]-ethyl}-2-oxa-3-aza-bicyclo[2.2.2]oct-5-ene-3-carboxylic acid tert-butyl ester), Cl (HCl). Solvent: O (water). Conditions: temperature 100 celsius, time 16 hour. The product is Cl.C[C@H]1CN(CC[C@@H]1O)CCC12ONC(CC1)CC2 ((3S,4S)-3-Methyl-1-[2-(2-oxa-3-aza-bicyclo[2.2.2]oct-1-yl)-ethyl]-piperidin-4-ol hydrochloride). As a reaction SMILES: C(OC([N:8]1[C@H:13]2[CH2:14][CH2:15][C@:10]([CH2:16][CH2:17][N:18]3[CH2:23][CH2:22][C@H:21]([O:24]C(=O)C(C)(C)C)[C@@H:20]([CH3:31])[CH2:19]3)([CH:11]=[CH:12]2)[O:9]1)=O)(C)(C)C.[ClH:32]>O>[ClH:32].[CH3:31][C@@H:20]1[C@@H:21]([OH:24])[CH2:22][CH2:23][N:18]([CH2:17][CH2:16][C:10]23[CH2:15][CH2:14][CH:13]([CH2:12][CH2:11]2)[NH:8][O:9]3)[CH2:19]1 |f:3.4|. Procedure: (1S,4S)-1-{2-[(3S,4S)-4-(2,2-Dimethyl-propionyloxy)-3-methyl-piperidin-1-yl]-ethyl}-2-oxa-3-aza-bicyclo[2.2.2]oct-5-ene-3-carboxylic acid tert-butyl ester (12) (880 mg, 2 mmol) is dissolved in 20 ml of water and after addition of concentrated aqueous HCl (38%, 1.2 ml) the mixture is stirred for 16 h at 100° C. Then the mixture is evaporated to dryness. The residue s treated three times with methanol and evaporated under educed pressure. The residue is diluted with ethyl acetate, extracted with 2... Reactants: CCO, CC(c1ccc(OC2CCCCO2)cc1)N(c1ccc(OCCN2CCCC2)cc1)S(=O)(=O)c1ccccc1Cl, Cl. Yields the product CC(c1ccc(O)cc1)N(c1ccc(OCCN2CCCC2)cc1)S(=O)(=O)c1ccccc1Cl. RXN SMILES: [CH3:42][CH2:43][OH:44].[Cl:1][c:2]1[c:3]([S:8](=[O:9])(=[O:10])[N:11]([CH:12]([CH3:13])[c:14]2[cH:15][cH:16][c:17]([O:20][CH:21]3[CH2:22][CH2:23][CH2:24][CH2:25][O:26]3)[cH:18][cH:19]2)[c:27]2[cH:28][cH:29][c:30]([O:33][CH2:34][CH2:35][N:36]3[CH2:37][CH2:38][CH2:39][CH2:40]3)[cH:31][cH:32]2)[cH:4][cH:5][cH:6][cH:7]1.[ClH:41]>>[Cl:1][c:2]1[c:3]([S:8](=[O:9])(=[O:10])[N:11]([CH:12]([CH3:13])[c:14]2[cH:15][cH:16][c:17]([OH:20])[cH:18][cH:19]2)[c:27]2[cH:28][cH:29][c:30]([O:33][CH2:34][CH2:35][N:36]3[CH2:37][CH2:38][CH2:39][CH2:40]3)[cH:31][cH:32]2)[cH:4][cH:5][cH:6][cH:7]1. RXN SMILES: [CH:28]1([NH2:31])[CH2:29][CH2:30]1.[Cl:1][c:2]1[cH:3][cH:4][c:5](-[n:8]2[n:9][c:10]([C:19](=[O:20])[N:21]3[CH2:22][CH2:23][N:24]([CH3:27])[CH2:25][CH2:26]3)[cH:11][c:12]2-[c:13]2[cH:14][cH:15][cH:16][cH:17][cH:18]2)[cH:6][n:7]1.[O:32]1[CH2:33][CH2:34][O:35][CH2:36][CH2:37]1>>[c:2]1([NH:31][CH:28]2[CH2:29][CH2:30]2)[cH:3][cH:4][c:5](-[n:8]2[n:9][c:10]([C:19](=[O:20])[N:21]3[CH2:22][CH2:23][N:24]([CH3:27])[CH2:25][CH2:26]3)[cH:11][c:12]2-[c:13]2[cH:14][cH:15][cH:16][cH:17][cH:18]2)[cH:6][n:7]1. The product is CN1CCN(C(=O)c2cc(-c3ccccc3)n(-c3ccc(NC4CC4)nc3)n2)CC1. Reactants: NC1CC1, CN1CCN(C(=O)c2cc(-c3ccccc3)n(-c3ccc(Cl)nc3)n2)CC1, C1COCCO1. The reactants are ice water, [H-].[Na+] (Sodium hydride), C(#N)CP(OCC)(OCC)=O (diethyl cyanomethylphosphonate), CC1=C(N=C(O1)C1=CC=CC=C1)CCOC1=CC=C(C=O)C=C1 (4-[2-(5-methyl-2-phenyl-4-oxazolyl)ethoxy]benzaldehyde). Solvent: O1CCCC1 (tetrahydrofuran). Reaction conditions: time 15 minute. Yields the product CC1=C(N=C(O1)C1=CC=CC=C1)CCOC1=CC=C(C=CC#N)C=C1 (4-[2-(5-methyl-2-phenyl-4-oxazolyl)ethoxy]cinnamonitrile). The yield is 84.4%. RXN SMILES: [H-].[Na+].[C:3]([CH2:5]P(=O)(OCC)OCC)#[N:4].[CH3:14][C:15]1[O:19][C:18]([C:20]2[CH:25]=[CH:24][CH:23]=[CH:22][CH:21]=2)=[N:17][C:16]=1[CH2:26][CH2:27][O:28][C:29]1[CH:36]=[CH:35][C:32]([CH:33]=O)=[CH:31][CH:30]=1>O1CCCC1>[CH3:14][C:15]1[O:19][C:18]([C:20]2[CH:25]=[CH:24][CH:23]=[CH:22][CH:21]=2)=[N:17][C:16]=1[CH2:26][CH2:27][O:28][C:29]1[CH:36]=[CH:35][C:32]([CH:33]=[CH:5][C:3]#[N:4])=[CH:31][CH:30]=1 |f:0.1|. Procedure details: Sodium hydride (60% in oil, 2.0 g) was added, in small portions at 0° C. a solution of diethyl cyanomethylphosphonate (8.2 g) in tetrahydrofuran (150 ml). The mixture was stirred for about 15 minutes, to which was added 4-[2-(5-methyl-2-phenyl-4-oxazolyl)ethoxy]benzaldehyde (13.0 g), and the mixture was stirred for 30 minutes at room temperature. The reaction mixture was poured into ice-water, which was subjected to extraction with ethyl acetate. The ethyl acetate layer was washed with water and...